From a dataset of the Open Reaction Database (ORD), a public repository of structured organic reaction records. describe an organic reaction: reactants, conditions, products, and yield Starting materials: CC(C)(C)OC(=O)Nc1ccc(F)c([N+](=O)[O-])c1, CC(C)(C)OC(=O)CN, CS(C)=O, Cl, [Na+], O=C([O-])O. Yields the product CC(C)(C)OC(=O)CNc1ccc(NC(=O)OC(C)(C)C)cc1[N+](=O)[O-]. Reaction SMILES: [C:16]([CH3:17])([CH3:18])([CH3:19])[O:20][C:21]([NH:22][c:23]1[cH:24][c:25]([N+:30](=[O:31])[O-:32])[c:26]([F:29])[cH:27][cH:28]1)=[O:33].[C:2]([CH3:3])([CH3:4])([CH3:5])[O:6][C:7]([CH2:8][NH2:9])=[O:10].[CH3:34][S:35]([CH3:36])=[O:37].[ClH:1].[Na+:15].[O-:11][C:12]([OH:13])=[O:14]>>[C:2]([CH3:3])([CH3:4])([CH3:5])[O:6][C:7]([CH2:8][NH:9][c:26]1[c:25]([N+:30](=[O:31])[O-:32])[cH:24][c:23]([NH:22][C:21]([O:20][C:16]([CH3:17])([CH3:18])[CH3:19])=[O:33])[cH:28][cH:27]1)=[O:10]. The reactants are C(C1=CC=CC=C1)N1CCN(CC1)C1=NC=CC=C1NC(C)(C)C (1- Benzyl-4-[3-(1,1-dimethylethylamino)pyridyl]piperazine), [H][H] (hydrogen). The reagents and catalysts are [Pd] (Palladium). Run in C(C)O (ethanol). Product: CC(C)(C)NC=1C(=NC=CC1)N1CCNCC1 (1-[3-(1,1-Dimethylethylamino)pyridyl]piperazine). As a reaction SMILES: C([N:8]1[CH2:13][CH2:12][N:11]([C:14]2[C:19]([NH:20][C:21]([CH3:24])([CH3:23])[CH3:22])=[CH:18][CH:17]=[CH:16][N:15]=2)[CH2:10][CH2:9]1)C1C=CC=CC=1.[H][H]>C(O)C.[Pd]>[CH3:24][C:21]([NH:20][C:19]1[C:14]([N:11]2[CH2:12][CH2:13][NH:8][CH2:9][CH2:10]2)=[N:15][CH:16]=[CH:17][CH:18]=1)([CH3:22])[CH3:23]. Procedure details: 1- Benzyl-4-[3-(1,1-dimethylethylamino)pyridyl]piperazine (PREPARATION 96, 4.25 g, 13.10 mmol) is dissolved in 100 ml ethanol. Palladium (10% on carbon, 1.0 g) is added and the solution hydrogenated at 40 psi hydrogen gas. The mixture is filtered and concentrated to give the title compound, NMR (300 MHz, CD3OD) 7.53, 7.19, 6.93, 2.95, 1.39 δ.